This data is from the Open Reaction Database (ORD), a public repository of structured organic reaction records. The task is: describe an organic reaction: reactants, conditions, products, and yield The reactants are ClC(c1ccccc1)(c1ccccc1)c1ccccc1, CC(=O)OC(C)=O, OCC1OC(OCC2OC(O)C(O)C(O)C2O)C(O)C(O)C1O, [Ca+2], O=S(=O)([O-])[O-], c1ccncc1. Yields the product OC1OC(COC2OC(COC(c3ccccc3)(c3ccccc3)c3ccccc3)C(O)C(O)C2O)C(O)C(O)C1O. As a reaction SMILES: [C:30]([c:31]1[cH:32][cH:33][cH:34][cH:35][cH:36]1)([c:37]1[cH:38][cH:39][cH:40][cH:41][cH:42]1)([c:43]1[cH:44][cH:45][cH:46][cH:47][cH:48]1)[Cl:49].[CH3:50][C:51]([O:52][C:53](=[O:54])[CH3:55])=[O:56].[CH:1]1([O:12][CH2:13][CH:14]2[CH:15]([OH:23])[CH:16]([OH:22])[CH:17]([OH:21])[CH:18]([OH:19])[O:20]2)[CH:2]([OH:3])[CH:4]([OH:5])[CH:6]([OH:7])[CH:8]([CH2:10][OH:11])[O:9]1.[Ca+2:24].[O-:25][S:26](=[O:27])(=[O:28])[O-:29].[cH:57]1[cH:58][cH:59][n:60][cH:61][cH:62]1>>[CH:1]1([O:12][CH2:13][CH:14]2[CH:15]([OH:23])[CH:16]([OH:22])[CH:17]([OH:21])[CH:18]([OH:19])[O:20]2)[CH:2]([OH:3])[CH:4]([OH:5])[CH:6]([OH:7])[CH:8]([CH2:10][O:11][C:30]([c:31]2[cH:32][cH:33][cH:34][cH:35][cH:36]2)([c:37]2[cH:38][cH:39][cH:40][cH:41][cH:42]2)[c:43]2[cH:44][cH:45][cH:46][cH:47][cH:48]2)[O:9]1. Conditions: time 16 hour. RXN SMILES: CS(O)(=O)=O.[CH3:6][CH:7]([CH2:9][C:10]1[C:18]2[C:13](=[CH:14][CH:15]=[CH:16][CH:17]=2)[NH:12][CH:11]=1)[NH2:8].C(OC(OC(C)(C)C)=O)(OC(C)(C)C)=O.[Cl:34][C:35]1[N:36]=[C:37]2[N:41]([C:42]=1[S:43](Cl)(=[O:45])=[O:44])[CH:40]=[CH:39][S:38]2.CC(C)([O-])C.[K+].C([O-])(O)=O.[Na+]>C1COCC1.O.CC(C)=O>[ClH:34].[Cl:34][C:35]1[N:36]=[C:37]2[N:41]([C:42]=1[S:43]([N:12]1[C:13]3[C:18](=[CH:17][CH:16]=[CH:15][CH:14]=3)[C:10]([CH2:9][CH:7]([NH2:8])[CH3:6])=[CH:11]1)(=[O:45])=[O:44])[CH:40]=[CH:39][S:38]2 |f:0.1,4.5,6.7,11.12|. Yields the product Cl.ClC=1N=C2SC=CN2C1S(=O)(=O)N1C=C(C2=CC=CC=C12)CC(C)N (2[1-(6–Chloroimidazo[2,1-b]thiazole-5-sulfonyl)-1H-indol-3-yl]-1-methylethylamine Hydrochloride). Yield: 50.0%. Solvent: O (water), C1CCOC1 (THF), CC(=O)C (acetone). Procedure: A solution of α-methyltryptamine methane sulfonate (5.0 g, 18.5 mmol) in a 1:1 mixture of acetone:water is treated with di-t-butyl dicarbonate (7.7 g, 55.5 mmol, 3 eq.), stirred at room temperature for 16 h, concentrated to an aqueous mixture and extracted with EtOAc. The extracts are combined, dried over MgSO4 and concentrated in vacuo. A mixture of a portion of the resultant residue (2.0 g, 7.3 mmol, 1.1 eq.) and 6-chloroimidazo[2,1-b]thiazole-5-sulfonyl chloride (1.7 g, 6.6 mmol, 1.0 eq.) in ... Starting materials: C(=O)(OC(C)(C)C)OC(=O)OC(C)(C)C (di-t-butyl dicarbonate), resultant residue, ClC=1N=C2SC=CN2C1S(=O)(=O)Cl (6-chloroimidazo[2,1-b]thiazole-5-sulfonyl chloride), CC(C)([O-])C.[K+] (potassium t-butoxide), CS(=O)(=O)O.CC(N)CC1=CNC2=CC=CC=C12 (α-methyltryptamine methane sulfonate), C(=O)(O)[O-].[Na+] (NaHCO3). The reactants are [Cl-], [Cl-], [Cl-], OC(c1ccc(Cl)cc1)C1CC1(F)F, ClCCCl, CS(=O)(=O)Cc1cc(F)cc2cc[nH]c12, [In+3], O=C(O)C(F)(F)F. The product is CS(=O)(=O)Cc1cc(F)cc2c(C(c3ccc(Cl)cc3)C3CC3(F)F)c[nH]c12. RXN SMILES: [Cl-:1].[Cl-:3].[Cl-:4].[Cl:12][c:13]1[cH:14][cH:15][c:16]([CH:19]([OH:20])[CH:21]2[C:22]([F:24])([F:25])[CH2:23]2)[cH:17][cH:18]1.[Cl:41][CH2:42][CH2:43][Cl:44].[F:26][c:27]1[cH:28][c:29]2[cH:30][cH:31][nH:32][c:33]2[c:34]([CH2:36][S:37](=[O:38])(=[O:39])[CH3:40])[cH:35]1.[In+3:2].[OH:5][C:6]([C:7]([F:8])([F:9])[F:10])=[O:11]>>[Cl:12][c:13]1[cH:14][cH:15][c:16]([CH:19]([CH:21]2[C:22]([F:24])([F:25])[CH2:23]2)[c:30]2[c:29]3[cH:28][c:27]([F:26])[cH:35][c:34]([CH2:36][S:37](=[O:38])(=[O:39])[CH3:40])[c:33]3[nH:32][cH:31]2)[cH:17][cH:18]1. The reactants are CCOC(=O)Cn1cnc2cc(N3CCN(C(=O)OC(C)(C)C)CC3)[nH]c(=O)c21, ClCCl, O=C(O)C(F)(F)F. The product is CCOC(=O)Cn1cnc2cc(N3CCNCC3)[nH]c(=O)c21. RXN SMILES: [C:1]([O:2][C:3](=[O:4])[N:8]1[CH2:9][CH2:10][N:11]([c:14]2[cH:15][c:16]3[c:17]([c:18](=[O:20])[nH:19]2)[n:21]([CH2:24][C:25](=[O:26])[O:27][CH2:28][CH3:29])[cH:22][n:23]3)[CH2:12][CH2:13]1)([CH3:5])([CH3:6])[CH3:7].[CH2:37]([Cl:38])[Cl:39].[F:30][C:31]([F:32])([F:33])[C:34]([OH:35])=[O:36]>>[NH:8]1[CH2:9][CH2:10][N:11]([c:14]2[cH:15][c:16]3[c:17]([c:18](=[O:20])[nH:19]2)[n:21]([CH2:24][C:25](=[O:26])[O:27][CH2:28][CH3:29])[cH:22][n:23]3)[CH2:12][CH2:13]1. The product is C[Si](CCOCOC=1C=NC=CC1)(C)C (3-(2-Trimethylsilylethoxymethoxy)-pyridine). Reaction SMILES: [H-].[Na+].[OH:3][C:4]1[CH:5]=[N:6][CH:7]=[CH:8][CH:9]=1.[CH3:10][Si:11]([CH3:18])([CH3:17])[CH2:12][CH2:13][O:14][CH2:15]Cl.O>CCCCCC.C(COC)OC>[CH3:10][Si:11]([CH3:18])([CH3:17])[CH2:12][CH2:13][O:14][CH2:15][O:3][C:4]1[CH:5]=[N:6][CH:7]=[CH:8][CH:9]=1 |f:0.1|. The reactants are [H-].[Na+] (Sodium hydride), O (water), OC=1C=NC=CC1 (3-Hydroxypyridine), C[Si](CCOCCl)(C)C (2-(trimethylsilyl)ethoxymethyl chloride). Yield: 91.6%. Reaction conditions: time 10 minute. Procedure details: Sodium hydride (3.85 g, 96.3 mmol) was washed with hexane and dimethoxyethane (90 mL) was added thereto. 3-Hydroxypyridine (4.97 g, 52.3 mmol) was added to the obtained mixture under cooling with ice over 10 minutes and the reaction mixture was stirred for 10 minutes, and then 2-(trimethylsilyl)ethoxymethyl chloride (10.0 mL, 56.5 mmol) was added thereto under cooling with ice over 25 minutes. The reaction mixture was stirred at room temperature for 14.5 hours. Under cooling with ice, to the rea... The solvent is CCCCCC (hexane), C(OC)COC (dimethoxyethane). Reactants: ClC1=NC=CC(=N1)N(C1=CC2=C(N(C(=N2)NC2CCCCC2)C)C=C1)C (N5-(2-Chloro-pyrimidin-4-yl)-N2-cyclohexyl-1,N5-dimethyl-1H-benzoimidazole-2,5-diamine), CS(=O)(=O)CC1=CC=C(N)C=C1 (4-[(methylsulfonyl)methyl]aniline). Yields the product C1(CCCCC1)NC1=NC2=C(N1C)C=CC(=C2)N(C)C2=NC(=NC=C2)NC2=CC=C(C=C2)CS(=O)(=O)C (N2-Cyclohexyl-N5-[2-(4-methanesulfonylmethyl-phenylamino)-pyrimidin-4-yl]-1,N5-dimethyl-1H-benzoimidazole-2,5-diamine). Reaction SMILES: Cl[C:2]1[N:7]=[C:6]([N:8]([CH3:26])[C:9]2[CH:25]=[CH:24][C:12]3[N:13]([CH3:23])[C:14]([NH:16][CH:17]4[CH2:22][CH2:21][CH2:20][CH2:19][CH2:18]4)=[N:15][C:11]=3[CH:10]=2)[CH:5]=[CH:4][N:3]=1.[CH3:27][S:28]([CH2:31][C:32]1[CH:38]=[CH:37][C:35]([NH2:36])=[CH:34][CH:33]=1)(=[O:30])=[O:29]>>[CH:17]1([NH:16][C:14]2[N:13]([CH3:23])[C:12]3[CH:24]=[CH:25][C:9]([N:8]([C:6]4[CH:5]=[CH:4][N:3]=[C:2]([NH:36][C:35]5[CH:37]=[CH:38][C:32]([CH2:31][S:28]([CH3:27])(=[O:30])=[O:29])=[CH:33][CH:34]=5)[N:7]=4)[CH3:26])=[CH:10][C:11]=3[N:15]=2)[CH2:22][CH2:21][CH2:20][CH2:19][CH2:18]1. Procedure details: The title compound was prepared following the procedure of example 1 with N5-(2-Chloro-pyrimidin-4-yl)-N2-cyclohexyl-1,N5-dimethyl-1H-benzoimidazole-2,5-diamine (92 mg, 0.25 mmol) and 4-[(methylsulfonyl)methyl]aniline (46 mg, 0.25 mmol) as a white solid (31 mg, 24%). 1H NMR (300 MHz, D6-DMSO) δ 9.20 (s, 1H), 7.77-7.80 (M, 3H), 7.10 (s, 1H), 6.82 (d, J=7.8 Hz, 1H), 6.50 (d, J=7.5 Hz, 1H), 5.64 (d, J=6.0 Hz, 1H), 4.34 (s, 2H), 3.70 (br s, 1H), 3.51 (s, 3H), 3.44 (s, 3H), 2.85 (s, 3H), 2.01 (br s, ...